This data is from the Open Reaction Database (ORD), a public repository of structured organic reaction records. The task is: describe an organic reaction: reactants, conditions, products, and yield Reactants: C(#N)C1=CC=C(CC2C(=CN(C=C2)C(=O)OC2=CC=CC=C2)C=O)C=C1 (Phenyl 4-(4-cyanobenzyl)-3-formyl-1(4H)-pyridinecarboxylate), [S] (sulphur). Run in C1CCCC2CCCCC12 (Decalin). Run at temperature 145 celsius. The product is C(=O)C=1C=NC=CC1CC1=CC=C(C#N)C=C1 (4-[(3-Formyl-4-pyridyl)methyl]benzonitrile). RXN SMILES: [C:1]([C:3]1[CH:26]=[CH:25][C:6]([CH2:7][CH:8]2[CH:13]=[CH:12][N:11](C(OC3C=CC=CC=3)=O)[CH:10]=[C:9]2[CH:23]=[O:24])=[CH:5][CH:4]=1)#[N:2].[S]>C1C2C(CCCC2)CCC1>[CH:23]([C:9]1[CH:10]=[N:11][CH:12]=[CH:13][C:8]=1[CH2:7][C:6]1[CH:25]=[CH:26][C:3]([C:1]#[N:2])=[CH:4][CH:5]=1)=[O:24] |^3:26|. Procedure details: The product obtained in Step A (2 g/0.0058 mol) is brought to solution in 80 ml of Decalin, and then 0.336 g (0.010 mol) of sulphur is added, and the whole is heated at 140-150° C. for 24 hours. The reaction mixture is filtered and then concentrated. A brown oil is obtained, which is purified by chromatography over silica gel (heptane, 10% AcOEt 10%) to yield the title product. The reactants are N[C@@H](CC(C)C)C(=O)OCC1=CC=CC=C1 (Leu-OBzl), C=1C=CC2=C(C1)N=NN2O (HOBT), C(=O)(O)[O-].[Na+] (NaHCO3), CC=1C=CC(=CC1)S(=O)(=O)O (p-TsOH), N([C@H](C(C)C)C(=O)O)C(=O)OC(C)(C)C (Boc-DVal), CN1CCOCC1 (N-methylmorpholine), CCN=C=NCCCN(C)C.Cl (EDCI HCl). Run in ClCCl (dichloromethane), O (H2O). Reaction conditions: time 5 hour. The product is N([C@@H](CCC)C(=O)N[C@@H](CC(C)C)C(=O)OCC1=CC=CC=C1)C(=O)OC(C)(C)C (Boc-nVal-Leu-OBzl). RXN SMILES: [NH2:1][C@H:2]([C:7]([O:9][CH2:10][C:11]1[CH:16]=[CH:15][CH:14]=[CH:13][CH:12]=1)=[O:8])[CH2:3][CH:4]([CH3:6])[CH3:5].[CH3:17]C1C=CC(S(O)(=O)=O)=CC=1.[NH:28]([C:36]([O:38][C:39]([CH3:42])([CH3:41])[CH3:40])=[O:37])[C@@H:29]([C:33]([OH:35])=O)[CH:30]([CH3:32])C.C1C=CC2N(O)N=NC=2C=1.CN1CCOCC1.CCN=C=NCCCN(C)C.Cl.C([O-])(O)=O.[Na+]>ClCCl.O>[NH:28]([C:36]([O:38][C:39]([CH3:40])([CH3:41])[CH3:42])=[O:37])[C@H:29]([C:33]([NH:1][C@H:2]([C:7]([O:9][CH2:10][C:11]1[CH:16]=[CH:15][CH:14]=[CH:13][CH:12]=1)=[O:8])[CH2:3][CH:4]([CH3:6])[CH3:5])=[O:35])[CH2:30][CH2:32][CH3:17] |f:5.6,7.8|. Procedure: To a solution of Leu-OBzl.p-TsOH(2.06 g), Boc-DVal (1.09 g), HOBT.H2O(0.80 g) and N-methylmorpholine(0.55 ml) in dichloromethane(10 ml) was added EDCI HCl(1.01 g) under ice cooling. The resulting mixture was stirred at room temperature for 5 h. Saturated NaHCO3 (10ml) was added, and the mixture was extracted with dichloromethane(50 ml×3). The combined organic layers were dried over MgSO4 and filtered. The solvent was evaporated under reduced pressure. The residue was purified by dry column flash...